From a dataset of the Open Reaction Database (ORD), a public repository of structured organic reaction records. describe an organic reaction: reactants, conditions, products, and yield Starting materials: C(CCCCCCC)C=1C=NC(=NC1)C1=CC=C(C=C1)O (5-octyl-2-(4-hydroxyphenyl)pyrimidine), FC(C(C(C(C(OC(C(OC(COCCCCBr)(F)F)(F)F)(F)F)(F)F)(F)F)(F)F)(F)F)(C(F)(F)F)F (4-(2-(2-(tridecafluorohexyloxy)tetrafluoroethoxy)-2,2-difluoroethoxy)-1-bromobutane). Yields the product C(CCCCCCC)C=1C=NC(=NC1)C1=CC=C(C=C1)OCCCCOCC(F)(F)OC(C(OC(C(C(C(C(C(F)(F)F)(F)F)(F)F)(F)F)(F)F)(F)F)(F)F)(F)F (5-Octyl-2-[4-(4-(2-(2-(tridecafluorohexyloxy)tetrafluoroethoxy)-2,2-difluoroethoxy)butoxy)phenyl]pyrimidine). As a reaction SMILES: [CH2:1]([C:9]1[CH:10]=[N:11][C:12]([C:15]2[CH:20]=[CH:19][C:18]([OH:21])=[CH:17][CH:16]=2)=[N:13][CH:14]=1)[CH2:2][CH2:3][CH2:4][CH2:5][CH2:6][CH2:7][CH3:8].[F:22][C:23]([F:58])([C:54]([F:57])([F:56])[F:55])[C:24]([F:53])([F:52])[C:25]([F:51])([F:50])[C:26]([F:49])([F:48])[C:27]([F:47])([F:46])[O:28][C:29]([F:45])([F:44])[C:30]([F:43])([F:42])[O:31][C:32]([F:41])([F:40])[CH2:33][O:34][CH2:35][CH2:36][CH2:37][CH2:38]Br>>[CH2:1]([C:9]1[CH:14]=[N:13][C:12]([C:15]2[CH:20]=[CH:19][C:18]([O:21][CH2:38][CH2:37][CH2:36][CH2:35][O:34][CH2:33][C:32]([O:31][C:30]([F:42])([F:43])[C:29]([F:44])([F:45])[O:28][C:27]([F:46])([F:47])[C:26]([F:48])([F:49])[C:25]([F:50])([F:51])[C:24]([F:52])([F:53])[C:23]([F:22])([F:58])[C:54]([F:57])([F:55])[F:56])([F:41])[F:40])=[CH:17][CH:16]=2)=[N:11][CH:10]=1)[CH2:2][CH2:3][CH2:4][CH2:5][CH2:6][CH2:7][CH3:8]. Procedure: The title compound was prepared essentially as in Example 1 by combining 5-octyl-2-(4-hydroxyphenyl)pyrimidine (1.03 g, 3.61 mmol) and 4-(2-(2-(tridecafluorohexyloxy)tetrafluoroethoxy)-2,2-difluoroethoxy)-1-bromobutane (2.68 g, 4.02 mmol; prepared from 1,4-dibromobutane and 2-(2-(tridecafluorohexyloxy)tetrafluoroethoxy)-2,2-difluoroethanol). The resulting crude product was isolated essentially as described in Example 3 and further purified by recrystallization from cyclohexane/ethyl acetate to y...